From a dataset of the Open Reaction Database (ORD), a public repository of structured organic reaction records. describe an organic reaction: reactants, conditions, products, and yield Starting materials: COC(C(=CC(C)C)C#N)=O (2-cyano-4-methyl-pent-2-enoic acid methyl ester), [N+](=O)([O-])C (nitromethane). Solvent: C(C)#N (acetonitrile). The product is COC(=O)C1(C(C1)C(C)C)C#N (1-cyano-2-isopropyl-cyclopropanecarboxylic acid methyl ester). Isolated yield 67.4%. As a reaction SMILES: [CH3:1][O:2][C:3](=[O:11])[C:4]([C:9]#[N:10])=[CH:5][CH:6]([CH3:8])[CH3:7].[N+]([CH3:15])([O-])=O>C(#N)C>[CH3:1][O:2][C:3]([C:4]1([C:9]#[N:10])[CH2:15][CH:5]1[CH:6]([CH3:8])[CH3:7])=[O:11]. Reported procedure: To a solution of 2-cyano-4-methyl-pent-2-enoic acid methyl ester (10.5 g, 68.3 mmol) in dry acetonitrile (60 mL) was added nitromethane (5.5 mL, 103 mmol) and a portionwise addition of alumina-supported potassium flouride (40% wt, 22 g). The reaction mixture was stirred under reflux for 2 hours and cooled to room temperature. The solid was removed by filtration through a short pad of celite and washed with acetonitrile. Excess of solvent was removed in vacuo and the residue was re-dissolved in e...